Dataset: the Open Reaction Database (ORD), a public repository of structured organic reaction records. Task: describe an organic reaction: reactants, conditions, products, and yield Reactants: [Br-], CC#N, CCOC(C)=O, Cc1sc(CO)c(C)c1C, c1ccc([PH+](c2ccccc2)c2ccccc2)cc1. Product: [Br-], Cc1sc(C[P+](c2ccccc2)(c2ccccc2)c2ccccc2)c(C)c1C. Reaction SMILES: [Br-:14].[CH3:11][C:12]#[N:13].[CH3:34][CH2:35][O:36][C:37](=[O:38])[CH3:39].[OH:1][CH2:2][c:3]1[s:4][c:5]([CH3:10])[c:6]([CH3:9])[c:7]1[CH3:8].[c:15]1([PH+:21]([c:22]2[cH:23][cH:24][cH:25][cH:26][cH:27]2)[c:28]2[cH:29][cH:30][cH:31][cH:32][cH:33]2)[cH:16][cH:17][cH:18][cH:19][cH:20]1>>[Br-:14].[CH2:2]([c:3]1[s:4][c:5]([CH3:10])[c:6]([CH3:9])[c:7]1[CH3:8])[P+:21]([c:15]1[cH:16][cH:17][cH:18][cH:19][cH:20]1)([c:22]1[cH:23][cH:24][cH:25][cH:26][cH:27]1)[c:28]1[cH:29][cH:30][cH:31][cH:32][cH:33]1. Reactants: B, COc1cc(C(=O)O)ccc1C, C1CCOC1, C1CCOC1, O. Reaction SMILES: [BH3:18].[CH3:1][O:2][c:3]1[cH:4][c:5]([C:6](=[O:7])[OH:8])[cH:9][cH:10][c:11]1[CH3:12].[O:13]1[CH2:14][CH2:15][CH2:16][CH2:17]1.[O:20]1[CH2:21][CH2:22][CH2:23][CH2:24]1.[OH2:19]>>[CH3:1][O:2][c:3]1[cH:4][c:5]([CH2:6][OH:7])[cH:9][cH:10][c:11]1[CH3:12]. Yields the product COc1cc(CO)ccc1C.